This data is from the Open Reaction Database (ORD), a public repository of structured organic reaction records. The task is: describe an organic reaction: reactants, conditions, products, and yield Isolated yield 75.8%. Procedure: To a solution of (trans-4-{2-cyclohexyl-2-[5-fluoro-2-((R)-methoxy-phenyl-methyl)-benzoimidazol-1-yl]-acetylamino}-cyclohexyl)-acetic acid ethyl ester (190 mg, 0.34 mmol, 1.0 equiv) in acetonitrile (3 mL) was added a solution of 1 M LiOH (2 mL) and the reaction mixture heated by microwave irradiation to 110° C. for 30 min. A solution of 1 M HCl (25 mL) was added, the organic solvents removed by evaporation under reduced pressure and the residue extracted with ethyl acetate. The organic layer was... Reaction SMILES: C([O:3][C:4](=[O:41])[CH2:5][C@H:6]1[CH2:11][CH2:10][C@H:9]([NH:12][C:13](=[O:40])[CH:14]([CH:34]2[CH2:39][CH2:38][CH2:37][CH2:36][CH2:35]2)[N:15]2[C:19]3[CH:20]=[CH:21][C:22]([F:24])=[CH:23][C:18]=3[N:17]=[C:16]2[C@H:25]([O:32][CH3:33])[C:26]2[CH:31]=[CH:30][CH:29]=[CH:28][CH:27]=2)[CH2:8][CH2:7]1)C.[Li+].[OH-].Cl>C(#N)C>[CH:34]1([CH:14]([N:15]2[C:19]3[CH:20]=[CH:21][C:22]([F:24])=[CH:23][C:18]=3[N:17]=[C:16]2[C@H:25]([O:32][CH3:33])[C:26]2[CH:31]=[CH:30][CH:29]=[CH:28][CH:27]=2)[C:13]([NH:12][C@H:9]2[CH2:8][CH2:7][C@H:6]([CH2:5][C:4]([OH:41])=[O:3])[CH2:11][CH2:10]2)=[O:40])[CH2:39][CH2:38][CH2:37][CH2:36][CH2:35]1 |f:1.2|. Product: C1(CCCCC1)C(C(=O)N[C@@H]1CC[C@H](CC1)CC(=O)O)N1C(=NC2=C1C=CC(=C2)F)[C@@H](C2=CC=CC=C2)OC ((trans-4-{2-Cyclohexyl-2-[5-fluoro-2-((R)-methoxy-phenyl-methyl)-benzoimidazol-1-yl]-acetylamino}-cyclohexyl)-acetic acid). Conditions: temperature 110 celsius. Run in C(C)#N (acetonitrile). Reactants: C(C)OC(C[C@@H]1CC[C@H](CC1)NC(C(N1C(=NC2=C1C=CC(=C2)F)[C@@H](C2=CC=CC=C2)OC)C2CCCCC2)=O)=O ((trans-4-{2-cyclohexyl-2-[5-fluoro-2-((R)-methoxy-phenyl-methyl)-benzoimidazol-1-yl]-acetylamino}-cyclohexyl)-acetic acid ethyl ester), [Li+].[OH-] (LiOH), Cl (HCl). The reactants are BrC1=CC=C(C=C1)C1CC(=NN1C1=C(C=CC=C1)Cl)C(O)(C(F)(F)F)C(F)(F)F (5-(4-Bromo-phenyl)-1-(2-chloro-phenyl)-3-[di-(trifluoromethyl)-hydroxy-methyl]-4,5-dihydro-1H-pyrazole), C(=O)(OC(C)(C)C)NC1CCNCC1 (4-(N-BOC-amino)-piperidine), C=1C=CC(=CC1)P(C=2C=CC=CC2)C3=CC=C4C=CC=CC4=C3C5=C6C=CC=CC6=CC=C5P(C=7C=CC=CC7)C=8C=CC=CC8 (BINAP), CC(C)([O-])C.[Na+] (sodium t-butoxide). The reagents and catalysts are C=1C=CC(=CC1)/C=C/C(=O)/C=C/C2=CC=CC=C2.C=1C=CC(=CC1)/C=C/C(=O)/C=C/C2=CC=CC=C2.C=1C=CC(=CC1)/C=C/C(=O)/C=C/C2=CC=CC=C2.[Pd].[Pd] (Pd2(dba)3). Run in C1(=CC=CC=C1)C (toluene). Run at temperature 100 celsius, time 12 hour. Yields the product ClC1=C(C=CC=C1)N1N=C(CC1C1=CC=C(C=C1)N1CCC(CC1)NC(=O)OC(C)(C)C)C(O)(C(F)(F)F)C(F)(F)F (1-(2-chloro-phenyl)-5-{4-[4-(N-BOC-amino)-piperidin-1-yl]-phenyl}-3-[di-(trifluoromethyl)-hydroxy-methyl]-4,5-dihydro-1H-pyrazole). Yield: 56.4%. Reaction SMILES: Br[C:2]1[CH:7]=[CH:6][C:5]([CH:8]2[N:12]([C:13]3[CH:18]=[CH:17][CH:16]=[CH:15][C:14]=3[Cl:19])[N:11]=[C:10]([C:20]([C:26]([F:29])([F:28])[F:27])([C:22]([F:25])([F:24])[F:23])[OH:21])[CH2:9]2)=[CH:4][CH:3]=1.[C:30]([NH:37][CH:38]1[CH2:43][CH2:42][NH:41][CH2:40][CH2:39]1)([O:32][C:33]([CH3:36])([CH3:35])[CH3:34])=[O:31].C1C=CC(P(C2C(C3C(P(C4C=CC=CC=4)C4C=CC=CC=4)=CC=C4C=3C=CC=C4)=C3C(C=CC=C3)=CC=2)C2C=CC=CC=2)=CC=1.CC(C)([O-])C.[Na+]>C1C=CC(/C=C/C(/C=C/C2C=CC=CC=2)=O)=CC=1.C1C=CC(/C=C/C(/C=C/C2C=CC=CC=2)=O)=CC=1.C1C=CC(/C=C/C(/C=C/C2C=CC=CC=2)=O)=CC=1.[Pd].[Pd].C1(C)C=CC=CC=1>[Cl:19][C:14]1[CH:15]=[CH:16][CH:17]=[CH:18][C:13]=1[N:12]1[CH:8]([C:5]2[CH:4]=[CH:3][C:2]([N:41]3[CH2:40][CH2:39][CH:38]([NH:37][C:30]([O:32][C:33]([CH3:36])([CH3:35])[CH3:34])=[O:31])[CH2:43][CH2:42]3)=[CH:7][CH:6]=2)[CH2:9][C:10]([C:20]([C:22]([F:24])([F:23])[F:25])([C:26]([F:28])([F:27])[F:29])[OH:21])=[N:11]1 |f:3.4,5.6.7.8.9|. Procedure details: 5-(4-Bromo-phenyl)-1-(2-chloro-phenyl)-3-[di-(trifluoromethyl)-hydroxy-methyl]-4,5-dihydro-1H-pyrazole (300.0 mg, 0.60 mmol) prepared in Step 4 of Preparation 17, 4-(N-BOC-amino)-piperidine (180.0 mg, 0.90 mmol), Pd2(dba)3 (27.0 mg, cat.), BINAP (37.0 mg, cat.) and sodium t-butoxide (115.0 mg, 1.20 mmol) were added to toluene (5.0 mL). The reaction mixture was stirred at 100° C. for 12 hours and then filtered through celite pad. A saturated solution of ammonium chloride was added to the filtrate... Starting materials: Cl (hydrochloric acid), C1(=CC=CC=C1)CC(=O)Cl (Phenylacetyl chloride), CC1(OC(=O)CC(=O)O1)C (Meldrum's acid), N1=CC=CC=C1 (pyridine), ClCCl (dichloromethane). Product: CN(C)C=C(C(=O)OC(C)(C)C)C(CC1=CC=CC=C1)=O (tert-Butyl 2-(Dimethylaminomethylene)-3-oxo-4-phenylbutyrate). RXN SMILES: [C:1]1([CH2:7][C:8](Cl)=[O:9])[CH:6]=[CH:5][CH:4]=[CH:3][CH:2]=1.[CH3:11][C:12]1([CH3:20])O[C:17](=O)[CH2:16][C:14](=[O:15])[O:13]1.[N:21]1[CH:26]=CC=C[CH:22]=1.Cl.Cl[CH2:29]Cl>>[CH3:22][N:21]([CH:17]=[C:16]([C:8](=[O:9])[CH2:7][C:1]1[CH:6]=[CH:5][CH:4]=[CH:3][CH:2]=1)[C:14]([O:13][C:12]([CH3:20])([CH3:11])[CH3:29])=[O:15])[CH3:26]. Procedure details: Phenylacetyl chloride was slowly added dropwise into a mixture of 110 g of Meldrum's acid, 120 ml of pyridine and 500 ml of dichloromethane under stirring in an ice bath. After stirring overnight as it was, 650 ml of an aqueous 1.2 N hydrochloric acid solution was added to the mixture. The organic phase was washed with water and brine, dried over anhydrous magnesium sulfate and the solvent was removed. To the residue was added 600 ml of tert-butanol, followed by heating under reflux for 3 hours.... Starting materials: ClCCl, O=C(O)C(F)(F)F, CC(C)(C)OC(=O)c1c(-c2nc3ccccc3n2C(F)F)csc1NC(=O)c1cc2ccccc2o1. The product is O=C(Nc1scc(-c2nc3ccccc3n2C(F)F)c1C(=O)O)c1cc2ccccc2o1. Reaction SMILES: [Cl:44][CH2:45][Cl:46].[OH:1][C:2]([C:3]([F:4])([F:5])[F:6])=[O:7].[o:8]1[c:9]([C:17](=[O:18])[NH:19][c:20]2[s:21][cH:22][c:23](-[c:32]3[n:33][c:34]4[c:35]([n:36]3[CH:37]([F:38])[F:39])[cH:40][cH:41][cH:42][cH:43]4)[c:24]2[C:25](=[O:26])[O:27][C:28]([CH3:29])([CH3:30])[CH3:31])[cH:10][c:11]2[c:12]1[cH:13][cH:14][cH:15][cH:16]2>>[o:8]1[c:9]([C:17](=[O:18])[NH:19][c:20]2[s:21][cH:22][c:23](-[c:32]3[n:33][c:34]4[c:35]([n:36]3[CH:37]([F:38])[F:39])[cH:40][cH:41][cH:42][cH:43]4)[c:24]2[C:25](=[O:26])[OH:27])[cH:10][c:11]2[c:12]1[cH:13][cH:14][cH:15][cH:16]2. Reactants: acid, COC(=O)C1=CC=C(C(=O)O)C=C1 (4-methoxycarbonyl benzoic acid), S(=O)(Cl)Cl (thionyl chloride). As a reaction SMILES: [CH3:1][O:2][C:3]([C:5]1[CH:13]=[CH:12][C:8]([C:9](O)=[O:10])=[CH:7][CH:6]=1)=[O:4].S(Cl)([Cl:16])=O>>[CH3:1][O:2][C:3]([C:5]1[CH:13]=[CH:12][C:8]([C:9]([Cl:16])=[O:10])=[CH:7][CH:6]=1)=[O:4]. Run at temperature 40 celsius. Procedure details: A suspension of 5 g of the acid, prepared in section (a) above, in 50 cm3 of thionyl chloride is heated for 3 hours at 40° C. At the end of the reaction, the reaction medium is homogenized and the solution is concentrated under reduced pressure. The expected acid chloride crystallizes in the form of pink flakes. The yield is quantitative. This solid is employed directly for the condensation reaction. Yields the product COC(=O)C1=CC=C(C(=O)Cl)C=C1 (4-methoxy carbonyl benzoic acid chloride). Starting materials: ClC1=C(N)C=C(C=C1)Cl (2,5-Dichloroaniline), [H-].[Na+] (sodium hydride), C(C)N1C(=NC(=CC1=O)C(F)(F)F)SC (3-ethyl-2-methylthio-6-trifluoromethyl-4(3H)-pyrimidinone), ice water, C(C)(=O)OCC (ethyl acetate). Conditions: time 20 minute. The yield is 64.0%. Reported procedure: 2,5-Dichloroaniline (0.49 g, 3.0 mmol) was dissolved in DMF (20 ml), and sodium hydride (60% oil, 0.20 g, 5.01 mmol) was added, followed by stirring at room temperature for 20 minutes. Then, 3-ethyl-2-methylthio-6-trifluoromethyl-4(3H)-pyrimidinone (1,14 g, 4.80 mmol) synthesized in the above was added, followed by stirring at 80° C. for 4 hours. After completion of the reaction, ice-water (30 ml) and ethyl acetate (30 ml) were added to the reaction solution to separate the organic layer, and th... Run in CN(C)C=O (DMF). Yields the product ClC1=C(C=C(C=C1)Cl)NC1=NC(=CC(N1CC)=O)C(F)(F)F (2-(2,5-dichlorophenyl)amino-3-ethyl-6-trifluoromethyl-4(3H)-pyrimidinone). RXN SMILES: [Cl:1][C:2]1[CH:8]=[CH:7][C:6]([Cl:9])=[CH:5][C:3]=1[NH2:4].[H-].[Na+].[CH2:12]([N:14]1[C:19](=[O:20])[CH:18]=[C:17]([C:21]([F:24])([F:23])[F:22])[N:16]=[C:15]1SC)[CH3:13].C(OCC)(=O)C>CN(C=O)C>[Cl:1][C:2]1[CH:8]=[CH:7][C:6]([Cl:9])=[CH:5][C:3]=1[NH:4][C:15]1[N:14]([CH2:12][CH3:13])[C:19](=[O:20])[CH:18]=[C:17]([C:21]([F:24])([F:22])[F:23])[N:16]=1 |f:1.2|.